Dataset: the Open Reaction Database (ORD), a public repository of structured organic reaction records. Task: describe an organic reaction: reactants, conditions, products, and yield Starting materials: NC(C)C=1N=C2N(C(C1C1=CC(=CC=C1)F)=O)C=CS2 (7-(1-aminoethyl)-6-(3-fluorophenyl)-5H-[1,3]thiazolo[3,2-a]pyrimidin-5-one), BrC1=C2N=CNC2=NC=N1 (6-bromo-9H-purine), C(C)(C)N(C(C)C)CC (N,N-diisopropylethylamine). The solvent is C(C)O (ethanol). Reaction conditions: temperature 110 celsius. Product: FC=1C=C(C=CC1)C1=C(N=C2N(C1=O)C=CS2)C(C)NC2=C1N=CNC1=NC=N2 (6-(3-fluorophenyl)-7-[1-(9H-purin-6-ylamino)ethyl]-5H-[1,3]thiazolo[3,2-a]pyrimidin-5-one). RXN SMILES: [NH2:1][CH:2]([C:4]1[N:5]=[C:6]2[S:20][CH:19]=[CH:18][N:7]2[C:8](=[O:17])[C:9]=1[C:10]1[CH:15]=[CH:14][CH:13]=[C:12]([F:16])[CH:11]=1)[CH3:3].Br[C:22]1[N:30]=[CH:29][N:28]=[C:27]2[C:23]=1[N:24]=[CH:25][NH:26]2.C(N(CC)C(C)C)(C)C>C(O)C>[F:16][C:12]1[CH:11]=[C:10]([C:9]2[C:8](=[O:17])[N:7]3[CH:18]=[CH:19][S:20][C:6]3=[N:5][C:4]=2[CH:2]([NH:1][C:22]2[N:30]=[CH:29][N:28]=[C:27]3[C:23]=2[N:24]=[CH:25][NH:26]3)[CH3:3])[CH:15]=[CH:14][CH:13]=1. Procedure: A mixture of 7-(1-aminoethyl)-6-(3-fluorophenyl)-5H-[1,3]thiazolo[3,2-a]pyrimidin-5-one (0.025 g, 0.086 mmol), 6-bromo-9H-purine (0.031 g, 0.16 mmol), and N,N-diisopropylethylamine (0.027 mL, 0.16 mmol) in ethanol (0.5 mL) was heated at 110° C. overnight. The mixture was filtered and the filtrate was purified on preparative-LCMS (XBridge C18 Column, eluting with a gradient of acetonitrile/water containing 0.15% NH4OH) to give the desired product. LCMS calculated for C19H15FN7OS (M+H)+: m/z=408.1... Reactants: Oc1ccc2cc(Br)ccc2c1, O=C([O-])[O-], CCCc1ccc(OB(O)O)cc1, CCCc1ccc(Br)cc1, COB(OC)OC, Cc1ccccc1, CCO, [K+], [K+]. Yields the product CCCc1ccc(-c2ccc3cc(O)ccc3c2)cc1. As a reaction SMILES: [Br:1][c:2]1[cH:3][c:4]2[cH:5][cH:6][c:7]([OH:12])[cH:8][c:9]2[cH:10][cH:11]1.[C:43](=[O:44])([O-:45])[O-:46].[CH2:13]([CH2:14][CH3:15])[c:16]1[cH:17][cH:18][c:19]([O:22][B:23]([OH:24])[OH:25])[cH:20][cH:21]1.[CH2:26]([c:27]1[cH:28][cH:29][c:30]([Br:31])[cH:32][cH:33]1)[CH2:34][CH3:35].[CH3:36][O:37][B:38]([O:39][CH3:40])[O:41][CH3:42].[CH3:49][c:50]1[cH:51][cH:52][cH:53][cH:54][cH:55]1.[CH3:56][CH2:57][OH:58].[K+:47].[K+:48]>>[c:2]1(-[c:19]2[cH:18][cH:17][c:16]([CH2:13][CH2:14][CH3:15])[cH:21][cH:20]2)[cH:3][c:4]2[cH:5][cH:6][c:7]([OH:12])[cH:8][c:9]2[cH:10][cH:11]1. Reactants: CN, CO, CC1(C)Oc2ccc([N+](=O)[O-])cc2C(n2ccccc2=O)=C1CBr. Product: CNCC1=C(n2ccccc2=O)c2cc([N+](=O)[O-])ccc2OC1(C)C. As a reaction SMILES: [CH3:25][NH2:26].[CH3:27][OH:28].[N+:1](=[O:2])([O-:3])[c:4]1[cH:5][cH:6][c:7]2[c:8]([cH:24]1)[C:9]([n:17]1[c:18](=[O:23])[cH:19][cH:20][cH:21][cH:22]1)=[C:10]([CH2:15][Br:16])[C:11]([CH3:13])([CH3:14])[O:12]2>>[N+:1](=[O:2])([O-:3])[c:4]1[cH:5][cH:6][c:7]2[c:8]([cH:24]1)[C:9]([n:17]1[c:18](=[O:23])[cH:19][cH:20][cH:21][cH:22]1)=[C:10]([CH2:15][NH:26][CH3:25])[C:11]([CH3:13])([CH3:14])[O:12]2. Reaction SMILES: [CH2:43]1[O:44][CH2:45][CH2:46][CH2:47]1.[CH3:48][C:49](=[O:50])[OH:51].[CH3:9][Si:10]([N-:11][Si:12]([CH3:13])([CH3:14])[CH3:15])([CH3:16])[CH3:17].[Cl:18][c:19]1[n:20][c:21](-[n:31]2[c:32]([CH:40]([F:41])[F:42])[n:33][c:34]3[c:35]2[cH:36][cH:37][cH:38][cH:39]3)[n:22][c:23]([N:25]2[CH2:26][CH2:27][O:28][CH2:29][CH2:30]2)[n:24]1.[NH2:1][c:2]1[n:3][cH:4][cH:5][cH:6][n:7]1.[Na+:8].[OH2:52]>>[NH:1]([c:2]1[n:3][cH:4][cH:5][cH:6][n:7]1)[c:19]1[n:20][c:21](-[n:31]2[c:32]([CH:40]([F:41])[F:42])[n:33][c:34]3[c:35]2[cH:36][cH:37][cH:38][cH:39]3)[n:22][c:23]([N:25]2[CH2:26][CH2:27][O:28][CH2:29][CH2:30]2)[n:24]1. Yields the product FC(F)c1nc2ccccc2n1-c1nc(Nc2ncccn2)nc(N2CCOCC2)n1. Starting materials: C1CCOC1, CC(=O)O, C[Si](C)(C)[N-][Si](C)(C)C, FC(F)c1nc2ccccc2n1-c1nc(Cl)nc(N2CCOCC2)n1, Nc1ncccn1, [Na+], O. Starting materials: C1(=CC=CC=C1)[O-].[K+] (potassium phenolate), NC1=NC=C(C=C1)I (2-amino 5-iodopyridine), cuprous oxide. Solvent: CC(=O)N(C)C (dimethylacetamide). Product: NC1=NC=C(C=C1)OC1=CC=CC=C1 (2-amino-5-phenoxy pyridine). Reaction SMILES: [C:1]1([O-:7])[CH:6]=[CH:5][CH:4]=[CH:3][CH:2]=1.[K+].[NH2:9][C:10]1[CH:15]=[CH:14][C:13](I)=[CH:12][N:11]=1>CC(N(C)C)=O>[NH2:9][C:10]1[CH:15]=[CH:14][C:13]([O:7][C:1]2[CH:6]=[CH:5][CH:4]=[CH:3][CH:2]=2)=[CH:12][N:11]=1 |f:0.1|. Procedure: 3.3 G. of potassium phenolate, 5.47 g. of 2-amino 5-iodopyridine and 1.78 g. of cuprous oxide in 150 ml. of dimethylacetamide are heated at reflux under a nitrogen atmosphere for 24 hours. The solvent is removed in vacuo and the residue is extracted with chloroform. Chromatography of the methylene chloride soluble portion with silica gel and elution with ethyl acetate yields 2-amino-5-phenoxy pyridine m.p. 67°-69° C. Starting materials: resin, COC(C1=CC(=NC(=C1)C=O)Cl)=O (2-chloro-6-formyl-isonicotinic acid methyl ester), C(CCO)O (1,3-propanediol). Solvent: C1CCOC1 (THF). Reaction conditions: time 2 day. Yields the product COC(C1=CC(=NC(=C1)C1OCCCO1)Cl)=O (2-Chloro-6-[1,3]dioxan-2-yl-isonicotinic acid methyl ester). Isolated yield 88.0%. As a reaction SMILES: [CH3:1][O:2][C:3](=[O:13])[C:4]1[CH:9]=[C:8]([CH:10]=[O:11])[N:7]=[C:6]([Cl:12])[CH:5]=1.[CH2:14](O)[CH2:15][CH2:16][OH:17]>C1COCC1>[CH3:1][O:2][C:3](=[O:13])[C:4]1[CH:9]=[C:8]([CH:10]2[O:17][CH2:16][CH2:15][CH2:14][O:11]2)[N:7]=[C:6]([Cl:12])[CH:5]=1. Procedure details: Dissolve 2-chloro-6-formyl-isonicotinic acid methyl ester (200 mg, 1.0 mmol) in THF (8 mL). Add Amberlyst® 15 ion exchange resin (0.3 g) and dropwise 1,3-propanediol (0.1 mL, 1.5 mmol). Stir at room temperature for two days. Filter, concentrate and purify (silica gel chromatography, eluting with 0:100 to 10:90 ethyl acetate:hexanes) to give the title compound (88%). The reactants are C=CCOc1cccc2oc(-c3nc(C(=O)OCC)co3)c(C)c12, CCO, Cl. RXN SMILES: [CH2:1]([CH3:2])[O:3][C:4](=[O:5])[c:6]1[n:7][c:8](-[c:11]2[o:12][c:13]3[c:14]([c:15]2[CH3:16])[c:17]([O:21][CH2:22][CH:23]=[CH2:24])[cH:18][cH:19][cH:20]3)[o:9][cH:10]1.[CH3:26][CH2:27][OH:28].[ClH:25]>>[CH2:1]([CH3:2])[O:3][C:4](=[O:5])[c:6]1[n:7][c:8](-[c:11]2[o:12][c:13]3[c:14]([c:15]2[CH3:16])[c:17]([OH:21])[cH:18][cH:19][cH:20]3)[o:9][cH:10]1. The product is CCOC(=O)c1coc(-c2oc3cccc(O)c3c2C)n1. Reactants: Cc1cc(O)nc(C=Cc2ccc(C#N)cc2)n1, O=P(Cl)(Cl)Cl. Product: Cc1cc(Cl)nc(C=Cc2ccc(C#N)cc2)n1. As a reaction SMILES: [OH:1][c:2]1[n:3][c:4]([CH:9]=[CH:10][c:11]2[cH:12][cH:13][c:14]([C:15]#[N:16])[cH:17][cH:18]2)[n:5][c:6]([CH3:8])[cH:7]1.[P:19]([Cl:20])([Cl:21])([Cl:22])=[O:23]>>[c:2]1([Cl:21])[n:3][c:4]([CH:9]=[CH:10][c:11]2[cH:12][cH:13][c:14]([C:15]#[N:16])[cH:17][cH:18]2)[n:5][c:6]([CH3:8])[cH:7]1.